Dataset: the Open Reaction Database (ORD), a public repository of structured organic reaction records. Task: describe an organic reaction: reactants, conditions, products, and yield Starting materials: OC[C@H](C1=CC=CC=C1)NC([C@](CCC(C)C)(C1=CC=CC=C1)C)=O ((2R)—N-[(1S)-2-hydroxy-1-phenylethyl]-2,5-dimethyl-2-phenylhexanamide), S(O)(O)(=O)=O (sulfuric acid). Run in O1CCOCC1 (1,4-dioxane). Product: C[C@@](C(=O)O)(CCC(C)C)C1=CC=CC=C1 ((2R)-2,5-dimethyl-2-phenylhexanoic Acid). Yield: 97.0%. As a reaction SMILES: OC[C@@H](N[C:11](=[O:25])[C@@:12]([CH3:24])([C:18]1[CH:23]=[CH:22][CH:21]=[CH:20][CH:19]=1)[CH2:13][CH2:14][CH:15]([CH3:17])[CH3:16])C1C=CC=CC=1.S(=O)(=O)(O)[OH:27]>O1CCOCC1>[CH3:24][C@:12]([C:18]1[CH:19]=[CH:20][CH:21]=[CH:22][CH:23]=1)([CH2:13][CH2:14][CH:15]([CH3:16])[CH3:17])[C:11]([OH:25])=[O:27]. Procedure: To a solution of Example 39A (4.26 g, 12.55 mmol) in 1,4-dioxane (15 mL) was added 4M sulfuric acid (15 mL) and the reaction was stirred at reflux for 48 hours. The solution was concentrated in vacuo and partitioned between water and methylene chloride. The methylene chloride layer was dried with sodium sulfate, filtered, and concentrated in vacuo. The residue was chromatographed on silica gel eluting with hexane, 10% ethyl acetate in hexane, and 20% ethyl acetate in hexane to give the title com...